Dataset: the Open Reaction Database (ORD), a public repository of structured organic reaction records. Task: describe an organic reaction: reactants, conditions, products, and yield Reactants: COc1ccc(CC(C)O)cc1NC(C)=O, C1COCCO1, Cl, O=Cc1ccc([N+](=O)[O-])cc1. Product: COc1cc2c(cc1NC(C)=O)CC(C)OC2c1ccc([N+](=O)[O-])cc1. RXN SMILES: [C:1]([CH3:2])(=[O:3])[NH:4][c:5]1[cH:6][c:7]([CH2:13][CH:14]([CH3:15])[OH:16])[cH:8][cH:9][c:10]1[O:11][CH3:12].[CH2:29]1[O:30][CH2:31][CH2:32][O:33][CH2:34]1.[ClH:28].[N+:17](=[O:18])([O-:19])[c:20]1[cH:21][cH:22][c:23]([CH:24]=[O:25])[cH:26][cH:27]1>>[C:1]([CH3:2])(=[O:3])[NH:4][c:5]1[cH:6][c:7]2[c:8]([cH:9][c:10]1[O:11][CH3:12])[CH:24]([c:23]1[cH:22][cH:21][c:20]([N+:17](=[O:18])[O-:19])[cH:27][cH:26]1)[O:16][CH:14]([CH3:15])[CH2:13]2. Reactants: [N+](=O)([O-])C1=C(C=C(C=C1)N1C(C2=CC=CC=C2C1=O)=O)S(F)(F)(F)(F)F (2-(4-nitro-3-pentafluorosulfanylphenyl)isoindole-1,3-dione), [H][H] (hydrogen). Reagents/catalysts: [Pd] (palladium on activated carbon). Run in CO (methanol). Product: NC1=C(C=C(C=C1)N1C(C2=CC=CC=C2C1=O)=O)S(F)(F)(F)(F)F (2-(4-amino-3-pentafluorosulfanylphenyl)isoindole-1,3-dione). As a reaction SMILES: [N+:1]([C:4]1[CH:9]=[CH:8][C:7]([N:10]2[C:18](=[O:19])[C:17]3[C:12](=[CH:13][CH:14]=[CH:15][CH:16]=3)[C:11]2=[O:20])=[CH:6][C:5]=1[S:21]([F:26])([F:25])([F:24])([F:23])[F:22])([O-])=O.[H][H]>CO.[Pd]>[NH2:1][C:4]1[CH:9]=[CH:8][C:7]([N:10]2[C:18](=[O:19])[C:17]3[C:12](=[CH:13][CH:14]=[CH:15][CH:16]=3)[C:11]2=[O:20])=[CH:6][C:5]=1[S:21]([F:26])([F:25])([F:22])([F:23])[F:24]. Procedure: 1.94 g (4.92 mmol) of 2-(4-nitro-3-pentafluorosulfanylphenyl)isoindole-1,3-dione (prepared in example 4) were dissolved in 20 ml of methanol, admixed with 10% palladium on activated carbon and hydrogenated at room temperature at a hydrogen pressure of 5 bar. On completion of reaction, the catalyst was filtered off and the filtrate concentrated. The residue was stirred in a mixture of dichloromethane and n-heptane, filtered with suction and dried under reduced pressure. 2-(4-amino-3-pentafluorosu... The reactants are NC1=C(C=C(C=C1)F)O (2-amino-5-fluorophenol), ( M ), Cl (hydrogen chloride), C1(=CC=CC=C1)O (phenol), ClC(Cl)(OC(OC(Cl)(Cl)Cl)=O)Cl (triphosgene), ClC(Cl)(OC(OC(Cl)(Cl)Cl)=O)Cl (triphosgene). The solvent is N1=CC=CC=C1 (pyridine), C(Cl)Cl (methylene chloride). Reaction conditions: temperature 60 celsius. Product: FC1=CC2=C(NC(O2)=O)C=C1 (6-fluoro-2benzoxazolinone). Reaction SMILES: [NH2:1][C:2]1[CH:7]=[CH:6][C:5]([F:8])=[CH:4][C:3]=1[OH:9].Cl[C:11](Cl)([O:13]C(=O)OC(Cl)(Cl)Cl)Cl.C1(O)C=CC=CC=1.Cl>N1C=CC=CC=1.C(Cl)Cl>[F:8][C:5]1[CH:6]=[CH:7][C:2]2[NH:1][C:11](=[O:13])[O:9][C:3]=2[CH:4]=1. Reported procedure: 2-amino-5-fluorophenol [4.0 grams (g) (0.03 moles) (M)] was dissolved in 40.0 ml pyridine. The mixture was cooled with an ice bath while triphosgene [3.5 g (0.03 M)] was added. The mixture was heated to 60° C. for 3.0 hours. Thin layer chromatography showed that some of the starting phenol was still present. The mixture was then cooled; triphosgene [0.35 g 0.003 M)] was added and heated to reflux for 4.0 hours. The mixture was cooled, methylene chloride and 10% hydrogen chloride solution was add... Reactants: NS(=O)(=O)C=1C=C(C(=O)O)C=CC1 (3-(Aminosulfonyl)benzoic acid), CO (CH3OH). Reagents/catalysts: S(O)(O)(=O)=O (sulfuric acid). Run in CCOC(=O)C (EtOAc). The product is NS(=O)(=O)C=1C=C(C(=O)OC)C=CC1 (Methyl 3-(aminosulfonyl)benzoate). Yield: 98.0%. RXN SMILES: [NH2:1][S:2]([C:5]1[CH:6]=[C:7]([CH:11]=[CH:12][CH:13]=1)[C:8]([OH:10])=[O:9])(=[O:4])=[O:3].[CH3:14]O>S(=O)(=O)(O)O.CCOC(C)=O>[NH2:1][S:2]([C:5]1[CH:6]=[C:7]([CH:11]=[CH:12][CH:13]=1)[C:8]([O:10][CH3:14])=[O:9])(=[O:3])=[O:4]. Procedure: 3-(Aminosulfonyl)benzoic acid (603 mg, 3.0 mmol) was heated at 80° C. in CH3OH (3 mL) with 3 drops of concentrated sulfuric acid for 60 hours. The reaction mixture was diluted with EtOAc (20 mL), washed with water, brine, and dried (Na2SO4). The solvent was evaporated to afford the product (630 mg, 98%) as a white solid. MS (ES+) m/z 216 [M+H]+.